This data is from the Open Reaction Database (ORD), a public repository of structured organic reaction records. The task is: describe an organic reaction: reactants, conditions, products, and yield The reactants are COC(=O)C1=CC=NC2=C(C=CC=C12)Br (8-Bromo4-quinoline carboxylic acid methyl ester), C(C)OC(=C)[Sn](CCCC)(CCCC)CCCC ((1-ethoxyvinyl)tributyltin), Cl (HCl), O (water). Reagents/catalysts: C=1C=CC(=CC1)[P](C=2C=CC=CC2)(C=3C=CC=CC3)[Pd]([P](C=4C=CC=CC4)(C=5C=CC=CC5)C=6C=CC=CC6)([P](C=7C=CC=CC7)(C=8C=CC=CC8)C=9C=CC=CC9)[P](C=1C=CC=CC1)(C=1C=CC=CC1)C=1C=CC=CC1 (tetrakis(triphenylphosphine)palladium). The solvent is O1CCOCC1 (1,4-dioxane). Reaction conditions: time 3 hour. Yields the product COC(=O)C1=CC=NC2=C(C=CC=C12)C(C)=O (8-Acetyl-4-quinoline carboxylic acid methyl ester). As a reaction SMILES: [CH3:1][O:2][C:3]([C:5]1[C:14]2[C:9](=[C:10](Br)[CH:11]=[CH:12][CH:13]=2)[N:8]=[CH:7][CH:6]=1)=[O:4].[CH2:16]([O:18]C([Sn](CCCC)(CCCC)CCCC)=C)[CH3:17].Cl.O>O1CCOCC1.C1C=CC([P]([Pd]([P](C2C=CC=CC=2)(C2C=CC=CC=2)C2C=CC=CC=2)([P](C2C=CC=CC=2)(C2C=CC=CC=2)C2C=CC=CC=2)[P](C2C=CC=CC=2)(C2C=CC=CC=2)C2C=CC=CC=2)(C2C=CC=CC=2)C2C=CC=CC=2)=CC=1>[CH3:1][O:2][C:3]([C:5]1[C:14]2[C:9](=[C:10]([C:16](=[O:18])[CH3:17])[CH:11]=[CH:12][CH:13]=2)[N:8]=[CH:7][CH:6]=1)=[O:4] |^1:45,47,66,85|. Procedure: 8-Bromo4-quinoline carboxylic acid methyl ester, D16 (E. R. Buchman et al., J. Amer. Chem. Soc., 1946, 68, 2692), (0.712 g), (1-ethoxyvinyl)tributyltin (1.60 g) and tetrakis(triphenylphosphine)palladium (O) in 1,4-dioxane (50 ml) were heated at reflux for 16 h. The reaction mixture was cooled to ambient temperature, HCl (5M, 1 ml) and water (15 ml) added and the resulting mixture stirred for 3 h. The solvent was removed at reduced pressure, the residue suspended in EtOAc and the solid removed by... The reactants are N(=[N+]=[N-])C=1C=CC(=C(C1)C(=O)C1=C(C=C(C=C1)NC1=CC=C(C=C1)C(F)(F)F)Cl)C ((5-Azido-2-methyl-phenyl)-[2-chloro-4-(4-trifluoromethyl-phenylamino)-phenyl]-methanone), NC=1C=CC(=C(C1)C(=O)C1=C(C=C(C=C1)NC1=CC(=CC=C1)Cl)Cl)C ((5-Amino-2-methyl-phenyl)-[2-chloro-4-(3-chloro-phenylamino)-phenyl]-methanone). The product is N(=[N+]=[N-])C=1C=CC(=C(C1)C(=O)C1=C(C=C(C=C1)NC1=CC(=CC=C1)Cl)Cl)C ((5-Azido-2-methyl-phenyl)-[2-chloro-4-(3-chloro-phenylamino)-phenyl]-methanone). As a reaction SMILES: [N:1]([C:4]1[CH:5]=[CH:6][C:7]([CH3:30])=[C:8]([C:10]([C:12]2[CH:17]=[CH:16][C:15]([NH:18][C:19]3[CH:24]=[CH:23][C:22](C(F)(F)F)=[CH:21][CH:20]=3)=[CH:14][C:13]=2[Cl:29])=[O:11])[CH:9]=1)=[N+:2]=[N-:3].NC1C=CC(C)=C(C(C2C=CC(NC3C=CC=C([Cl:53])C=3)=CC=2Cl)=O)C=1>>[N:1]([C:4]1[CH:5]=[CH:6][C:7]([CH3:30])=[C:8]([C:10]([C:12]2[CH:17]=[CH:16][C:15]([NH:18][C:19]3[CH:24]=[CH:23][CH:22]=[C:21]([Cl:53])[CH:20]=3)=[CH:14][C:13]=2[Cl:29])=[O:11])[CH:9]=1)=[N+:2]=[N-:3]. Reported procedure: The reaction was carried out similarly as described in the preparation of compound 416, using compound 461 (1.40 mmol). The crude product was purified by flash chromatography using EtOAc/petroleum ether (40-60) 1:6 as the eluent to afford the title compound as yellow syrup. Starting materials: N=C(NO)c1ccc(C2C(CCC(O)c3ccc(F)cc3)C(=O)N2c2ccc(F)cc2)cc1, [H][H], [Mg+2], N, O=S(=O)([O-])[O-], C1CCOC1. The product is N=C(N)c1ccc(C2C(CCC(O)c3ccc(F)cc3)C(=O)N2c2ccc(F)cc2)cc1. Reaction SMILES: [F:1][c:2]1[cH:3][cH:4][c:5]([N:8]2[CH:9]([c:24]3[cH:25][cH:26][c:27]([C:28](=[NH:29])[NH:30][OH:31])[cH:32][cH:33]3)[CH:10]([CH2:13][CH2:14][CH:15]([OH:16])[c:17]3[cH:18][cH:19][c:20]([F:23])[cH:21][cH:22]3)[C:11]2=[O:12])[cH:6][cH:7]1.[H:46][H:47].[Mg+2:34].[NH3:45].[O-:35][S:36](=[O:37])(=[O:38])[O-:39].[O:40]1[CH2:41][CH2:42][CH2:43][CH2:44]1>>[F:1][c:2]1[cH:3][cH:4][c:5]([N:8]2[CH:9]([c:24]3[cH:25][cH:26][c:27]([C:28](=[NH:29])[NH2:30])[cH:32][cH:33]3)[CH:10]([CH2:13][CH2:14][CH:15]([OH:16])[c:17]3[cH:18][cH:19][c:20]([F:23])[cH:21][cH:22]3)[C:11]2=[O:12])[cH:6][cH:7]1. The reactants are [Br-], [Br-], [Br-], Br, CC(=O)c1ccccc1, CC#N, CO, ClC(Cl)Cl, c1cc[nH+]cc1, c1cc[nH+]cc1, c1cc[nH+]cc1. Yields the product O=C(CBr)c1ccccc1. RXN SMILES: [Br-:11].[Br-:12].[Br-:13].[Br:10].[CH3:1][C:2](=[O:3])[c:4]1[cH:5][cH:6][cH:7][cH:8][cH:9]1.[CH3:32][C:33]#[N:34].[CH3:39][OH:40].[CH:35]([Cl:36])([Cl:37])[Cl:38].[nH+:14]1[cH:15][cH:16][cH:17][cH:18][cH:19]1.[nH+:20]1[cH:21][cH:22][cH:23][cH:24][cH:25]1.[nH+:26]1[cH:27][cH:28][cH:29][cH:30][cH:31]1>>[CH2:1]([C:2](=[O:3])[c:4]1[cH:5][cH:6][cH:7][cH:8][cH:9]1)[Br:11].